Dataset: the Open Reaction Database (ORD), a public repository of structured organic reaction records. Task: describe an organic reaction: reactants, conditions, products, and yield Reactants: CN(C)CCC(=O)O, CN1CCOCC1, CCN=C=NCCCN(C)C, NC(=NO)C1CCCCN1S(=O)(=O)CC1CCCCC1, Cl, O, Oc1cccc2[nH]nnc12. Yields the product CN(C)CCC(=O)ON=C(N)C1CCCCN1S(=O)(=O)CC1CCCCC1. As a reaction SMILES: [CH3:21][N:22]([CH2:23][CH2:24][C:25](=[O:26])[OH:27])[CH3:28].[CH3:29][N:30]1[CH2:31][CH2:32][O:33][CH2:34][CH2:35]1.[CH3:48][N:49]([CH3:50])[CH2:51][CH2:52][CH2:53][N:54]=[C:55]=[N:56][CH2:57][CH3:58].[CH:1]1([CH2:7][S:8](=[O:9])(=[O:10])[N:11]2[CH:12]([C:17]([NH2:18])=[N:19][OH:20])[CH2:13][CH2:14][CH2:15][CH2:16]2)[CH2:2][CH2:3][CH2:4][CH2:5][CH2:6]1.[ClH:47].[OH2:36].[OH:37][c:38]1[c:39]2[n:40][n:41][nH:42][c:43]2[cH:44][cH:45][cH:46]1>>[CH:1]1([CH2:7][S:8](=[O:9])(=[O:10])[N:11]2[CH:12]([C:17]([NH2:18])=[N:19][O:20][C:25]([CH2:24][CH2:23][N:22]([CH3:21])[CH3:28])=[O:26])[CH2:13][CH2:14][CH2:15][CH2:16]2)[CH2:2][CH2:3][CH2:4][CH2:5][CH2:6]1. Reactants: NC1=NC(=C2N=CN(C2=N1)[C@H]1C=C[C@H](C1)CO)Cl ((±)-cis-4-(2-Amino-6-chloro-9H-purin-9-yl)-2-cyclopentene-1-methanol), C1(CCCCCCC1)N (cyclooctylamine), [OH-].[Na+] (NaOH). Solvent: C(C)O (ethanol). Yields the product NC1=NC(=C2N=CN(C2=N1)[C@H]1C=C[C@H](C1)CO)NC1CCCCCCC1 ((±)-cis-4-[2-Amino-6-(cyclooctylamino)-9H-purin-9-yl]-2-cyclopentene-1-methanol). Reaction SMILES: [NH2:1][C:2]1[N:10]=[C:9]2[C:5]([N:6]=[CH:7][N:8]2[C@@H:11]2[CH2:15][C@H:14]([CH2:16][OH:17])[CH:13]=[CH:12]2)=[C:4](Cl)[N:3]=1.[CH:19]1([NH2:27])[CH2:26][CH2:25][CH2:24][CH2:23][CH2:22][CH2:21][CH2:20]1.[OH-].[Na+]>C(O)C>[NH2:1][C:2]1[N:10]=[C:9]2[C:5]([N:6]=[CH:7][N:8]2[C@@H:11]2[CH2:15][C@H:14]([CH2:16][OH:17])[CH:13]=[CH:12]2)=[C:4]([NH:27][CH:19]2[CH2:26][CH2:25][CH2:24][CH2:23][CH2:22][CH2:21][CH2:20]2)[N:3]=1 |f:2.3|. Procedure: (±)-cis-4-(2-Amino-6-chloro-9H-purin-9-yl)-2-cyclopentene-1-methanol (0.549 g, 2 mmol), cyclooctylamine (0.762 g, 6 mmol) and ethanol (15 mL) were stirred at reflux under nitrogen for 20 hours. 1N NaOH (2 mL) was added and solvent was evaporated. The residual oil was chromatographed on silica gel. Title compound was eluted with 5% methanol-chloroform as white powder after crystallization from acetonitrile-methanol (0.623 g, 87%); m.p. 171°-173° C. Starting materials: Cc1oc(-c2ccc(C(F)(F)F)cc2)nc1CCO, Cc1ccccc1, CC(C)OC(=O)N=NC(=O)OC(C)C, O=Cc1ccc(O)c2ccccc12, c1ccc(P(c2ccccc2)c2ccccc2)cc1. Yields the product Cc1oc(-c2ccc(C(F)(F)F)cc2)nc1CCOc1ccc(C=O)c2ccccc12. RXN SMILES: [CH3:1][c:2]1[c:3]([CH2:17][CH2:18][OH:19])[n:4][c:5](-[c:7]2[cH:8][cH:9][c:10]([C:13]([F:14])([F:15])[F:16])[cH:11][cH:12]2)[o:6]1.[CH3:66][c:67]1[cH:68][cH:69][cH:70][cH:71][cH:72]1.[O:52]=[C:53]([O:54][CH:55]([CH3:56])[CH3:57])[N:58]=[N:59][C:60]([O:61][CH:62]([CH3:63])[CH3:64])=[O:65].[OH:20][c:21]1[cH:22][cH:23][c:24]([CH:31]=[O:32])[c:25]2[cH:26][cH:27][cH:28][cH:29][c:30]12.[c:33]1([P:34]([c:35]2[cH:36][cH:37][cH:38][cH:39][cH:40]2)[c:41]2[cH:42][cH:43][cH:44][cH:45][cH:46]2)[cH:47][cH:48][cH:49][cH:50][cH:51]1>>[CH3:1][c:2]1[c:3]([CH2:17][CH2:18][O:19][c:21]2[cH:22][cH:23][c:24]([CH:31]=[O:32])[c:25]3[cH:26][cH:27][cH:28][cH:29][c:30]23)[n:4][c:5](-[c:7]2[cH:8][cH:9][c:10]([C:13]([F:14])([F:15])[F:16])[cH:11][cH:12]2)[o:6]1. Reactants: CC(=O)OCC1OC(OC(C)=O)C(OC(C)=O)C1OC(C)=O, CC(Cl)(Cl)Cl, CCOC(C)=O, C[Si](C)(C)OS(=O)(=O)C(F)(F)F, COC(=O)c1nc(NCC(c2ccccc2)c2ccccc2)c2nc[nH]c2n1. Yields the product COC(=O)c1nc(NCC(c2ccccc2)c2ccccc2)c2ncn(C3OC(COC(C)=O)C(OC(C)=O)C3OC(C)=O)c2n1. Reaction SMILES: [C:29]([O:30][CH:33]1[CH:34]([O:35][C:36]([CH3:37])=[O:38])[CH:39]([O:40][C:41]([CH3:42])=[O:43])[CH:44]([CH2:46][O:47][C:48]([CH3:49])=[O:50])[O:45]1)(=[O:31])[CH3:32].[CH3:63][C:64]([Cl:65])([Cl:66])[Cl:67].[CH3:68][CH2:69][O:70][C:71](=[O:72])[CH3:73].[F:51][C:52]([F:53])([F:54])[S:55]([O:56][Si:57]([CH3:58])([CH3:59])[CH3:60])(=[O:61])=[O:62].[c:1]1([CH:7]([CH2:8][NH:9][c:10]2[c:11]3[n:12][cH:13][nH:14][c:15]3[n:16][c:17]([C:19](=[O:20])[O:21][CH3:22])[n:18]2)[c:23]2[cH:24][cH:25][cH:26][cH:27][cH:28]2)[cH:2][cH:3][cH:4][cH:5][cH:6]1>>[c:1]1([CH:7]([CH2:8][NH:9][c:10]2[c:11]3[n:12][cH:13][n:14]([CH:33]4[CH:34]([O:35][C:36]([CH3:37])=[O:38])[CH:39]([O:40][C:41]([CH3:42])=[O:43])[CH:44]([CH2:46][O:47][C:48]([CH3:49])=[O:50])[O:45]4)[c:15]3[n:16][c:17]([C:19](=[O:20])[O:21][CH3:22])[n:18]2)[c:23]2[cH:24][cH:25][cH:26][cH:27][cH:28]2)[cH:2][cH:3][cH:4][cH:5][cH:6]1. The reactants are C1CCOC1, C[Si](C)(C)[N-][Si](C)(C)C, CS(=O)(=O)Cl, O=[N+]([O-])c1ccc2cc[nH]c2c1, [Na+]. Product: CS(=O)(=O)n1ccc2ccc([N+](=O)[O-])cc21. As a reaction SMILES: [CH2:28]1[O:29][CH2:30][CH2:31][CH2:32]1.[CH3:13][Si:14]([N-:15][Si:16]([CH3:17])([CH3:18])[CH3:19])([CH3:20])[CH3:21].[CH3:23][S:24]([Cl:25])(=[O:26])=[O:27].[N+:1](=[O:2])([O-:3])[c:4]1[cH:5][cH:6][c:7]2[cH:8][cH:9][nH:10][c:11]2[cH:12]1.[Na+:22]>>[N+:1](=[O:2])([O-:3])[c:4]1[cH:5][cH:6][c:7]2[cH:8][cH:9][n:10]([S:24]([CH3:23])(=[O:26])=[O:27])[c:11]2[cH:12]1. Reactants: C(C)/C(/C(=O)OC)=C\SC1=CC=CC=C1 ((E)-methyl 2-ethyl-3-(phenylthio)-2-propenoate), [OH-].[Na+] (NaOH), O (water). The solvent is C(C)O (ethanol). Product: C(C)C(C(=O)O)=CSC1=CC=CC=C1 (2-ethyl-3-(phenylthio)-2-propenoic acid). The yield is 98.7%. RXN SMILES: [CH2:1](/[C:3](=[CH:8]\[S:9][C:10]1[CH:15]=[CH:14][CH:13]=[CH:12][CH:11]=1)/[C:4]([O:6]C)=[O:5])[CH3:2].[OH-].[Na+].O>C(O)C>[CH2:1]([C:3](=[CH:8][S:9][C:10]1[CH:11]=[CH:12][CH:13]=[CH:14][CH:15]=1)[C:4]([OH:6])=[O:5])[CH3:2] |f:1.2|. Procedure: A solution of 4.39 g (19.8 mmol) of (E)-methyl 2-ethyl-3-(phenylthio)-2-propenoate and 20 ml of an aqueous 2N NaOH solution in 40 ml of ethanol was stirred at 80° C. for 2 hours and then cooled to room temperature. To the reaction mixture was added 100 ml of water and washed with t-butyl methyl ether. The aqueous layer was acidified to pH 2 with concentrated HCl and extracted with tert-butyl methyl ether. The organic layer was washed with a saturated NaCl solution, dried over anhydrous MgSO4, an... Starting materials: C (charcoal), C1=CCCCC1 (cyclohexene), [N+](=O)([O-])C1=C(C=C(C(=C1)OCC1=CC=CC=C1)OCC1=CC=CC=C1)CC#N (2-nitro-4,5-dibenzyloxyphenylacetonitrile). Reagents/catalysts: [Pd] (palladium). The solvent is C(C)O (ethanol). The product is [N+](=O)([O-])C1=C(C=C(C(=C1)O)O)CC#N (2-nitro-4,5-dihydroxyphenylacetonitrile). Reaction SMILES: C.[N+:2]([C:5]1[CH:10]=[C:9]([O:11]CC2C=CC=CC=2)[C:8]([O:19]CC2C=CC=CC=2)=[CH:7][C:6]=1[CH2:27][C:28]#[N:29])([O-:4])=[O:3].C1CCCCC=1>[Pd].C(O)C>[N+:2]([C:5]1[CH:10]=[C:9]([OH:11])[C:8]([OH:19])=[CH:7][C:6]=1[CH2:27][C:28]#[N:29])([O-:4])=[O:3]. Reported procedure: 0.75 g of palladium at a concentration of 10% on charcoal, to which 3 g of charcoal have been added, followed by 0.02 mole (7.5 g) of 2-nitro-4,5-dibenzyloxyphenylacetonitrile, are added with stirring to 30 ml of 96° C. ethanol containing 15 ml of cyclohexene; the reaction mixture is heated under reflux for 1 hour. The reactants are COc1ccc(B2OCC(C)(C)CO2)cc1C12CC3CC(CC(C3)C1)C2, C1CCOC1, Cc1ccccc1, O=S(=O)(Oc1ccc2cc(Br)ccc2c1)C(F)(F)F, [K+], [K+], [K+], O, O=P([O-])([O-])[O-], c1ccc(P(c2ccccc2)(c2ccccc2)[Pd](P(c2ccccc2)(c2ccccc2)c2ccccc2)(P(c2ccccc2)(c2ccccc2)c2ccccc2)P(c2ccccc2)(c2ccccc2)c2ccccc2)cc1. Yields the product COc1ccc(-c2ccc3cc(Br)ccc3c2)cc1C12CC3CC(CC(C3)C1)C2. RXN SMILES: [C:1]12([c:11]3[cH:12][c:13]([B:19]4[O:20][CH2:21][C:22]([CH3:23])([CH3:24])[CH2:25][O:26]4)[cH:14][cH:15][c:16]3[O:17][CH3:18])[CH2:2][CH:3]3[CH2:4][CH:5]([CH2:6][CH:7]([CH2:8]1)[CH2:9]3)[CH2:10]2.[CH2:54]1[O:55][CH2:56][CH2:57][CH2:58]1.[CH3:59][c:60]1[cH:61][cH:62][cH:63][cH:64][cH:65]1.[F:27][C:28]([F:29])([F:30])[S:31]([O:32][c:33]1[cH:34][c:35]2[cH:36][cH:37][c:38]([Br:43])[cH:39][c:40]2[cH:41][cH:42]1)(=[O:44])=[O:45].[K+:51].[K+:52].[K+:53].[OH2:143].[P:46]([O-:47])([O-:48])([O-:49])=[O:50].[cH:66]1[cH:67][cH:68][c:69]([P:70]([Pd:71]([P:72]([c:73]2[cH:74][cH:75][cH:76][cH:77][cH:78]2)([c:79]2[cH:80][cH:81][cH:82][cH:83][cH:84]2)[c:85]2[cH:86][cH:87][cH:88][cH:89][cH:90]2)([P:91]([c:92]2[cH:93][cH:94][cH:95][cH:96][cH:97]2)([c:98]2[cH:99][cH:100][cH:101][cH:102][cH:103]2)[c:104]2[cH:105][cH:106][cH:107][cH:108][cH:109]2)[P:110]([c:111]2[cH:112][cH:113][cH:114][cH:115][cH:116]2)([c:117]2[cH:118][cH:119][cH:120][cH:121][cH:122]2)[c:123]2[cH:124][cH:125][cH:126][cH:127][cH:128]2)([c:129]2[cH:130][cH:131][cH:132][cH:133][cH:134]2)[c:135]2[cH:136][cH:137][cH:138][cH:139][cH:140]2)[cH:141][cH:142]1>>[C:1]12([c:11]3[cH:12][c:13](-[c:33]4[cH:34][c:35]5[cH:36][cH:37][c:38]([Br:43])[cH:39][c:40]5[cH:41][cH:42]4)[cH:14][cH:15][c:16]3[O:17][CH3:18])[CH2:2][CH:3]3[CH2:4][CH:5]([CH2:6][CH:7]([CH2:8]1)[CH2:9]3)[CH2:10]2. Reactants: C(CCC)[Li] (n-Butyllithium), II (iodine), [Cl-].[NH4+] (ammonium chloride), ClC1=CC=C(C=N1)NC(OC(C)(C)C)=O (1,1-dimethylethyl (6-chloro-3-pyridinyl)carbamate), CN(CCN(C)C)C (N,N,N′,N′-tetramethylethylenediamine). Run in CCOCC (ether), CCOCC (ether). Reaction conditions: temperature -10 celsius, time 2 hour. Product: ClC1=CC(=C(C=N1)NC(OC(C)(C)C)=O)I (1,1-Dimethylethyl (6-Chloro-4-iodo-3-pyridinyl)carbamate). The yield is 55.4%. RXN SMILES: C([Li])CCC.[Cl:6][C:7]1[N:12]=[CH:11][C:10]([NH:13][C:14](=[O:20])[O:15][C:16]([CH3:19])([CH3:18])[CH3:17])=[CH:9][CH:8]=1.CN(C)CCN(C)C.[I:29]I.[Cl-].[NH4+]>CCOCC>[Cl:6][C:7]1[N:12]=[CH:11][C:10]([NH:13][C:14](=[O:20])[O:15][C:16]([CH3:17])([CH3:19])[CH3:18])=[C:9]([I:29])[CH:8]=1 |f:4.5|. Procedure: n-Butyllithium (1.6M in hexanes, 22 mL, 35 mmol) was added dropwise to a stirred, cooled (−78° C.) solution of 1,1-dimethylethyl (6-chloro-3-pyridinyl)carbamate (Description 6, 2.68 g, 11.7 mmol) and N,N,N′,N′-tetramethylethylenediamine (5.3 mL, 4.1 g, 35 mmol) in ether (60 mL). The mixture was allowed to warm to −10° C. and stirred for 2 h. The mixture was cooled to −78° C. and a cooled (−10° C.) solution of iodine (6.0 g, 24 mmol) in ether (20 mL) was added dropwise. The mixture was allowed to...